From a dataset of the Open Reaction Database (ORD), a public repository of structured organic reaction records. describe an organic reaction: reactants, conditions, products, and yield Product: N1(CCCCC1)CCOC1=C(C(OC2=CC=CC=C12)=O)C1=CC=CC=C1 (4-(2'-Piperidinoethoxy)-3-phenyl-coumarin). Isolated yield 73.0%. Starting materials: C1(=CC=CC=C1)C=1C(OC2=CC=CC=C2C1O)=O (3-phenyl-4-hydroxy-coumarin), Cl.N1(CCCCC1)CCCl (2-piperidino-1-chlorethane hydrochloride). RXN SMILES: [C:1]1([C:7]2[C:8](=[O:18])[O:9][C:10]3[C:15]([C:16]=2[OH:17])=[CH:14][CH:13]=[CH:12][CH:11]=3)[CH:6]=[CH:5][CH:4]=[CH:3][CH:2]=1.Cl.[N:20]1([CH2:26][CH2:27]Cl)[CH2:25][CH2:24][CH2:23][CH2:22][CH2:21]1>>[N:20]1([CH2:26][CH2:27][O:17][C:16]2[C:15]3[C:10](=[CH:11][CH:12]=[CH:13][CH:14]=3)[O:9][C:8](=[O:18])[C:7]=2[C:1]2[CH:2]=[CH:3][CH:4]=[CH:5][CH:6]=2)[CH2:25][CH2:24][CH2:23][CH2:22][CH2:21]1 |f:1.2|. Procedure: 10 g. (0.042 mol) of 3-phenyl-4-hydroxy-coumarin and 10.1 g. (0.55 mol) of 2-piperidino-1-chlorethane hydrochloride are caused to react in the manner described in Example 1. 10.8 g. of a yellow oil are obtained, which cannot be crystallised. Yield 73% (theoretical yield 14.7 g.). Reactants: ClC1=C(C=C(C=C1)N1C(N(C(=CC1=O)C(F)(F)F)C)=O)I (3-[4-chloro-3-iodophenyl]-2,4-dioxo-1-methyl-6-trifluoromethyl-1,2,3,4-tetrahydropyrimidine), C(C=C)(=O)OCC(F)(F)F (2,2,2-trifluoroethyl acrylate), C(C)(=O)[O-].[Na+] (sodium acetate), O (water), 2,2,2-trifluoromethyl acrylate. Reagents/catalysts: C(C)(=O)[O-].[Pd+2].C(C)(=O)[O-] (palladium acetate), C(C)(=O)[O-].[Pd+2].C(C)(=O)[O-] (palladium acetate). Run in CN(C=O)C (dimethylformamide). Conditions: temperature 120 celsius, time 4 hour. Product: ClC1=C(C=C(C=C1)N1C(N(C(=CC1=O)C(F)(F)F)C)=O)C=CC(=O)OCC(F)(F)F (3-[4-Chloro-3-(2-(2,2,2-trifluoroethoxycarbonyl)-ethenyl)-phenyl]-2,4-dioxo-1-methyl-6-trifluoromethyl-1,2,3,4-tetrahydropyrimidine). Reaction SMILES: [Cl:1][C:2]1[CH:7]=[CH:6][C:5]([N:8]2[C:13](=[O:14])[CH:12]=[C:11]([C:15]([F:18])([F:17])[F:16])[N:10]([CH3:19])[C:9]2=[O:20])=[CH:4][C:3]=1I.[C:22]([O:26][CH2:27][C:28]([F:31])([F:30])[F:29])(=[O:25])[CH:23]=[CH2:24].C([O-])(=O)C.[Na+].O>CN(C)C=O.C([O-])(=O)C.[Pd+2].C([O-])(=O)C>[Cl:1][C:2]1[CH:7]=[CH:6][C:5]([N:8]2[C:13](=[O:14])[CH:12]=[C:11]([C:15]([F:18])([F:17])[F:16])[N:10]([CH3:19])[C:9]2=[O:20])=[CH:4][C:3]=1[CH:24]=[CH:23][C:22]([O:26][CH2:27][C:28]([F:31])([F:30])[F:29])=[O:25] |f:2.3,6.7.8|. Procedure details: A suspension of 5.0 g of 3-[4-chloro-3-iodophenyl]-2,4-dioxo-1-methyl-6-trifluoromethyl-1,2,3,4-tetrahydropyrimidine, 2.0 g of 2,2,2-trifluoroethyl acrylate, 0.5 mg of palladium acetate and 1.1 g of sodium acetate in 50 ml of dimethylformamide was stirred for 4 hours at 120° C., after which further palladium acetate and 2,2,2-trifluoromethyl acrylate were added and stirring was continued for a further 2 hours at 120° C. The cooled reaction mixture was added to 200 ml of water and the precipitate... Reactants: CCCCCCCNCCOc1ccc(CC(OCC)C(=O)OCC)cc1, ClCCl, O=C=Nc1ccc(F)cc1F. Product: CCCCCCCN(CCOc1ccc(CC(OCC)C(=O)OCC)cc1)C(=O)Nc1ccc(F)cc1F. RXN SMILES: [CH2:1]([CH3:2])[O:3][C:4]([CH:5]([CH2:6][c:7]1[cH:8][cH:9][c:10]([O:13][CH2:14][CH2:15][NH:16][CH2:17][CH2:18][CH2:19][CH2:20][CH2:21][CH2:22][CH3:23])[cH:11][cH:12]1)[O:24][CH2:25][CH3:26])=[O:27].[CH2:39]([Cl:40])[Cl:41].[F:28][c:29]1[c:30]([N:36]=[C:37]=[O:38])[cH:31][cH:32][c:33]([F:35])[cH:34]1>>[CH2:1]([CH3:2])[O:3][C:4]([CH:5]([CH2:6][c:7]1[cH:8][cH:9][c:10]([O:13][CH2:14][CH2:15][N:16]([CH2:17][CH2:18][CH2:19][CH2:20][CH2:21][CH2:22][CH3:23])[C:37]([NH:36][c:30]2[c:29]([F:28])[cH:34][c:33]([F:35])[cH:32][cH:31]2)=[O:38])[cH:11][cH:12]1)[O:24][CH2:25][CH3:26])=[O:27]. Starting materials: COC1=CN=C2C(=N1)N(C(C=C2)=O)CCC=O (3-(3-methoxy-6-oxopyrido[2,3-b]pyrazin-5 (6H)-yl)propanal), N[C@@H]1CC(N(C1)C=1C=CC=2OCC(NC2N1)=O)=O (6-[(4R)-4-amino-2-oxopyrrolidin-1-yl]-2H-pyrido[3,2-b][1,4]oxazin-3(4H)-one), C(C)(=O)O (acetic acid), C(O)([O-])=O.[Na+] (sodium hydrogen carbonate), C(C)(=O)O[BH-](OC(C)=O)OC(C)=O.[Na+] (sodium triacetoxyborohydride), C(C)(C)(C)OC(N[C@H]1CNC(C1)=O)=O ([(3R)-5-oxopyrrolidin-3-yl]carbamic acid tert-butyl ester), C(C)(=O)O[BH-](OC(C)=O)OC(C)=O.[Na+] (sodium triacetoxyborohydride). Run in CN(C=O)C (N,N-dimethylformamide). Reaction conditions: time 8 hour. Product: COC1=CN=C2C(=N1)N(C(C=C2)=O)CCCN[C@@H]2CC(N(C2)C=2C=CC=1OCC(NC1N2)=O)=O (6-[(4R)-4-{[3-(3-Methoxy-6-oxopyrido[2,3-b]pyrazin-5 (6H)-yl)propyl]amino}-2-oxopyrrolidin-1-yl]-2H-pyrido[3,2-b][1,4]oxazin-3(4H)-one). The yield is 9.0%. As a reaction SMILES: [CH3:1][O:2][C:3]1[N:8]=[C:7]2[N:9]([CH2:14][CH2:15][CH:16]=O)[C:10](=[O:13])[CH:11]=[CH:12][C:6]2=[N:5][CH:4]=1.[NH2:18][C@H:19]1[CH2:23][N:22]([C:24]2[CH:25]=[CH:26][C:27]3[O:28][CH2:29][C:30](=[O:34])[NH:31][C:32]=3[N:33]=2)[C:21](=[O:35])[CH2:20]1.C(OC(=O)N[C@@H]1CC(=O)NC1)(C)(C)C.C(O)(=O)C.C(O[BH-](OC(=O)C)OC(=O)C)(=O)C.[Na+].C(=O)([O-])O.[Na+]>CN(C)C=O>[CH3:1][O:2][C:3]1[N:8]=[C:7]2[N:9]([CH2:14][CH2:15][CH2:16][NH:18][C@H:19]3[CH2:23][N:22]([C:24]4[CH:25]=[CH:26][C:27]5[O:28][CH2:29][C:30](=[O:34])[NH:31][C:32]=5[N:33]=4)[C:21](=[O:35])[CH2:20]3)[C:10](=[O:13])[CH:11]=[CH:12][C:6]2=[N:5][CH:4]=1 |f:4.5,6.7|. Reported procedure: To a solution of 3-(3-methoxy-6-oxopyrido[2,3-b]pyrazin-5 (6H)-yl)propanal (Reference Example 24, 120 mg, 0.515 mmol) in N,N-dimethylformamide (1.6 ml) were added 6-[(4R)-4-amino-2-oxopyrrolidin-1-yl]-2H-pyrido[3,2-b][1,4]oxazin-3(4H)-one (synthesized using [(3R)-5-oxopyrrolidin-3-yl]carbamic acid tert-butyl ester synthesized with reference to WO2004/22536 in the same manner as in Reference Examples 20, 21, 22; 166 mg, 0.66 mmol) and acetic acid (0.04 ml, 0.66 mmol) and the mixture was stirred a... Starting materials: CCOC(=O)c1cc(=O)c2c(C)c(Cl)c(C)cc2o1, CCO, N. The product is Cc1cc2oc(C(N)=O)cc(=O)c2c(C)c1Cl. As a reaction SMILES: [CH2:1]([O:3][C:4](=[O:2])[c:6]1[o:7][c:8]2[c:9]([c:10](=[O:12])[cH:11]1)[c:13]([CH3:19])[c:14]([Cl:18])[c:15]([CH3:17])[cH:16]2)[CH3:5].[CH3:21][CH2:22][OH:23].[NH3:20]>>[O:3]=[C:4]([c:6]1[o:7][c:8]2[c:9]([c:10](=[O:12])[cH:11]1)[c:13]([CH3:19])[c:14]([Cl:18])[c:15]([CH3:17])[cH:16]2)[NH2:20]. Reactants: C(C)(=O)SCCC(=O)O (3-(Acetylthio)propanoic acid), C(=O)(N1C=NC=C1)N1C=NC=C1 (1,1'-carbonyldiimidazole), C(CO)(=O)O (glycolic acid). Solvent: O1CCCC1 (tetrahydrofuran), C(C)N(CC)CC (triethylamine), O1CCCC1 (tetrahydrofuran). Run at time 8 hour. Yields the product C(C)(=O)SCCC(=O)OC(CO)=O (O-(3-Acetylthiopropanoyl)glycolic Acid). As a reaction SMILES: [C:1]([S:4][CH2:5][CH2:6][C:7]([OH:9])=[O:8])(=[O:3])[CH3:2].C(N1C=CN=C1)(N1C=CN=C1)=O.[C:22](O)(=[O:25])[CH2:23][OH:24]>O1CCCC1.C(N(CC)CC)C>[C:1]([S:4][CH2:5][CH2:6][C:7]([O:9][C:23](=[O:24])[CH2:22][OH:25])=[O:8])(=[O:3])[CH3:2]. Procedure details: 3-(Acetylthio)propanoic acid (2.96 g.) and 1,1'-carbonyldiimidazole (3.24 g.) are dissolved in 20 ml. of dry tetrahydrofuran with stirring at room temperature. After twenty minutes, a solution of glycolic acid (1.52 g.) and 2.80 ml. of triethylamine in 15 ml. of tetrahydrofuran are added. The reaction mixture is stored overnight at room temperature. The tetrahydrofuran is removed in vacuo, the crude residue taken up into ethyl acetate, washed with 1 N hydrochloric acid and three times with water... The reactants are CCCCOCCOc1ccc(-c2ccc3c(c2)C=C(C(=O)OC)CCN3c2ccc3c(c2)OCO3)cc1, C1CCOC1, CO, [Na+], [OH-]. Product: CCCCOCCOc1ccc(-c2ccc3c(c2)C=C(C(=O)O)CCN3c2ccc3c(c2)OCO3)cc1. Reaction SMILES: [CH2:1]([CH2:2][CH2:3][CH3:4])[O:5][CH2:6][CH2:7][O:8][c:9]1[cH:10][cH:11][c:12](-[c:15]2[cH:16][cH:17][c:18]3[c:19]([cH:38]2)[CH:20]=[C:21]([C:34](=[O:35])[O:36][CH3:37])[CH2:22][CH2:23][N:24]3[c:25]2[cH:26][c:27]3[c:28]([cH:29][cH:30]2)[O:31][CH2:32][O:33]3)[cH:13][cH:14]1.[CH2:43]1[O:44][CH2:45][CH2:46][CH2:47]1.[CH3:41][OH:42].[Na+:40].[OH-:39]>>[CH2:1]([CH2:2][CH2:3][CH3:4])[O:5][CH2:6][CH2:7][O:8][c:9]1[cH:10][cH:11][c:12](-[c:15]2[cH:16][cH:17][c:18]3[c:19]([cH:38]2)[CH:20]=[C:21]([C:34](=[O:35])[OH:36])[CH2:22][CH2:23][N:24]3[c:25]2[cH:26][c:27]3[c:28]([cH:29][cH:30]2)[O:31][CH2:32][O:33]3)[cH:13][cH:14]1. Reactants: O (water), BrC=1C=CC(=NC1)C(=O)NCCC(=O)OCC (Ethyl 3-(5-bromopicolinamido)propanoate), C(=O)C1=C(C=CC=C1)B(O)O (2-formylphenylboronic acid), C(=O)([O-])[O-].[K+].[K+] (K2CO3). Reagents/catalysts: C1=CC=C(C=C1)P([C-]2C=CC=C2)C3=CC=CC=C3.C1=CC=C(C=C1)P([C-]2C=CC=C2)C3=CC=CC=C3.Cl[Pd]Cl.[Fe+2] (Pd(dppf)Cl2). Run in O1CCOCC1 (1,4-dioxane), CCOC(=O)C (EtOAc). Yields the product C(=O)C1=C(C=CC=C1)C=1C=CC(=NC1)C(=O)NCCC(=O)OCC (Ethyl 3-(5-(2-formylphenyl)picolinamido)propanoate). Reaction SMILES: Br[C:2]1[CH:3]=[CH:4][C:5]([C:8]([NH:10][CH2:11][CH2:12][C:13]([O:15][CH2:16][CH3:17])=[O:14])=[O:9])=[N:6][CH:7]=1.[CH:18]([C:20]1[CH:25]=[CH:24][CH:23]=[CH:22][C:21]=1B(O)O)=[O:19].C([O-])([O-])=O.[K+].[K+].O>O1CCOCC1.CCOC(C)=O.C1C=CC(P(C2C=CC=CC=2)[C-]2C=CC=C2)=CC=1.C1C=CC(P(C2C=CC=CC=2)[C-]2C=CC=C2)=CC=1.Cl[Pd]Cl.[Fe+2]>[CH:18]([C:20]1[CH:25]=[CH:24][CH:23]=[CH:22][C:21]=1[C:2]1[CH:3]=[CH:4][C:5]([C:8]([NH:10][CH2:11][CH2:12][C:13]([O:15][CH2:16][CH3:17])=[O:14])=[O:9])=[N:6][CH:7]=1)=[O:19] |f:2.3.4,8.9.10.11|. Procedure details: Ethyl 3-(5-bromopicolinamido)propanoate (800 mg, 2.7 mmol), 2-formylphenylboronic acid (518 mg, 3.5 mmol), Pd(dppf)Cl2 (217 mg, 0.27 mmol), and K2CO3 (734 mg, 5.3 mmol) were dissolved in 1,4-dioxane (16 mL) and water (4 mL) and heated to 80° C. After 3 h the resulting mixture was cooled to room temperature, diluted with EtOAc washed with water and brine, dried (Na2SO4), dry-packed onto silica gel and purified via column chromatography to yield the title compound.